Dataset: the Open Reaction Database (ORD), a public repository of structured organic reaction records. Task: describe an organic reaction: reactants, conditions, products, and yield The reactants are C(C)OC(C(=CC=C(CCC=C(CCC=C(CCl)C)C)C)C(C)C)=O (14-Chloro-2-(1-methylethyl)-5,9,13-trimethyl-2,4,8, 12-tetradecatetraenoic acid ethyl ester), solution, [H-].C(C)(C)[Al+]C(C)C (diisopropylaluminum hydride), O (water). Solvent: C1(=CC=CC=C1)C (toluene), C1(=CC=CC=C1)C (toluene). Reaction conditions: time 30 minute. Product: alcohol, ClCC(=CCCC(=CCCC(=CC=C(CO)C(C)C)C)C)C (14-chloro-2-(1-methylethyl)-5,9,13-trimethyl-2,4,8,12-tetradecatetraene-1-ol). Yield: 83.7%. RXN SMILES: C([O:3][C:4](=O)[C:5]([CH:22]([CH3:24])[CH3:23])=[CH:6][CH:7]=[C:8]([CH3:21])[CH2:9][CH2:10][CH:11]=[C:12]([CH3:20])[CH2:13][CH2:14][CH:15]=[C:16]([CH3:19])[CH2:17][Cl:18])C.[H-].C([Al+]C(C)C)(C)C.O>C1(C)C=CC=CC=1>[Cl:18][CH2:17][C:16]([CH3:19])=[CH:15][CH2:14][CH2:13][C:12]([CH3:20])=[CH:11][CH2:10][CH2:9][C:8]([CH3:21])=[CH:7][CH:6]=[C:5]([CH:22]([CH3:23])[CH3:24])[CH2:4][OH:3] |f:1.2|. Procedure details: 14-Chloro-2-(1-methylethyl)-5,9,13-trimethyl-2,4,8, 12-tetradecatetraenoic acid ethyl ester (670 mg, 1.81 mmol) is dissolved in dry toluene (200 ml) under argon atmosphere and to the solution is gradually added a 1 M solution of diisopropylaluminum hydride in toluene (4 ml) while cooling and stirring on ethanol-dry ice bath. After 30 minutes, disappearance of the starting compound is confirmed. To the mixture is added water (1.5 ml), and after removing the bath, the mixture is thoroughly stirred...